From a dataset of the Open Reaction Database (ORD), a public repository of structured organic reaction records. describe an organic reaction: reactants, conditions, products, and yield The reactants are COC(=O)NC=Cc1ccc(OCC2CO2)cc1, CC#N, CC(N)CC(N)=O. Product: COC(=O)NC=Cc1ccc(OCC(O)CNC(C)CC(N)=O)cc1. RXN SMILES: [CH3:1][O:2][C:3](=[O:4])[NH:5][CH:6]=[CH:7][c:8]1[cH:9][cH:10][c:11]([O:12][CH2:13][CH:14]2[CH2:15][O:16]2)[cH:17][cH:18]1.[CH3:26][C:27]#[N:28].[NH2:19][CH:20]([CH2:21][C:22](=[O:23])[NH2:24])[CH3:25]>>[CH3:1][O:2][C:3](=[O:4])[NH:5][CH:6]=[CH:7][c:8]1[cH:9][cH:10][c:11]([O:12][CH2:13][CH:14]([CH2:15][NH:19][CH:20]([CH2:21][C:22](=[O:23])[NH2:24])[CH3:25])[OH:16])[cH:17][cH:18]1. Starting materials: CO, O=C([O-])C(F)(F)F, CC([NH2+]C1C(O)CCCC1(F)F)c1ccccc1, [H][H]. Yields the product O=C([O-])C(F)(F)F, [NH3+]C1C(O)CCCC1(F)F. As a reaction SMILES: [CH3:28][OH:29].[F:1][C:2]([C:3](=[O:4])[O-:5])([F:6])[F:7].[F:8][C:9]1([F:25])[CH:10]([NH2+:16][CH:17]([c:18]2[cH:19][cH:20][cH:21][cH:22][cH:23]2)[CH3:24])[CH:11]([OH:15])[CH2:12][CH2:13][CH2:14]1.[H:26][H:27]>>[F:1][C:2]([C:3](=[O:4])[O-:5])([F:6])[F:7].[F:8][C:9]1([F:25])[CH:10]([NH3+:16])[CH:11]([OH:15])[CH2:12][CH2:13][CH2:14]1. The reactants are O=C1c2ccccc2C(=O)N1CCS(=O)(=O)Cl, ClC(Cl)Cl, Nc1ccccc1. Product: CCN1C(=O)c2ccccc2C1=O, O=[SH](=O)Nc1ccccc1. RXN SMILES: [C:1]1(=[O:17])[c:2]2[c:3]([cH:13][cH:14][cH:15][cH:16]2)[C:4](=[O:12])[N:5]1[CH2:6][CH2:7][S:8](=[O:9])(=[O:10])[Cl:11].[CH:25]([Cl:26])([Cl:27])[Cl:28].[NH2:18][c:19]1[cH:20][cH:21][cH:22][cH:23][cH:24]1>>[C:1]1(=[O:17])[c:2]2[c:3]([cH:13][cH:14][cH:15][cH:16]2)[C:4](=[O:12])[N:5]1[CH2:6][CH3:7].[SH:8](=[O:9])(=[O:10])[NH:18][c:19]1[cH:20][cH:21][cH:22][cH:23][cH:24]1. The reactants are C(=O)(OC(C)(C)C)N[C@@H](CC1=CC=C(C=C1)F)C(=O)O ((S)-N-Boc-4-fluorophenylalanine), CC(C)(C)O (2-methyl-2-propanol), C1CCC(CC1)N=C=NC2CCCCC2 (DCC). The reagents and catalysts are CN(C)C=1C=CN=CC1 (DMAP). The solvent is C(Cl)Cl (DCM). Run at time 16 hour. Yields the product C(C)(C)(C)OC([C@H](CC1=CC=C(C=C1)F)NC(=O)OC(C)(C)C)=O (2-(S)-tert-Butoxycarbonylamino-3-(4-fluorophenyl)propionic acid tert-butyl ester). Reaction SMILES: [C:1]([NH:8][C@H:9]([C:18]([OH:20])=[O:19])[CH2:10][C:11]1[CH:16]=[CH:15][C:14]([F:17])=[CH:13][CH:12]=1)([O:3][C:4]([CH3:7])([CH3:6])[CH3:5])=[O:2].[CH3:21][C:22](O)([CH3:24])[CH3:23].C1CCC(N=C=NC2CCCCC2)CC1>CN(C1C=CN=CC=1)C.C(Cl)Cl>[C:22]([O:19][C:18](=[O:20])[C@@H:9]([NH:8][C:1]([O:3][C:4]([CH3:5])([CH3:7])[CH3:6])=[O:2])[CH2:10][C:11]1[CH:12]=[CH:13][C:14]([F:17])=[CH:15][CH:16]=1)([CH3:24])([CH3:23])[CH3:21]. Procedure details: To a stirred solution of (S)-N-Boc-4-fluorophenylalanine (2.83 g, 10.0 mmol), DMAP (0.12 g, 1.0 mmol) in DCM (20 mL) and 2-methyl-2-propanol (1.05 mL, 11.0 mmol), was added DCC (2.27 g, 11.0 mmol). The reaction mixture was stirred at rt for 16 h. The reaction mixture was filtered and washed several times with DCM. The filtrate was concentrated in vacuo and chromatographed on silica gel eluting with ethyl acetate:isohexane (1:4) to give the title compound. δH (CDCl3): 1.39 (9H, s), 1.41 (9H, s), ... The reactants are C(C1CO1)N1C(N(N(C1=O)CC1CO1)CC1CO1)=O (triglycidyl urazole), O (water). The product is OC(CCN1N(C(=O)N(C1=O)CC1CO1)CC1CO1)O (N-dihydroxypropyl-N',N"-diglycidyl urazole). Reaction SMILES: [CH2:1]([N:5]1[C:9](=[O:10])[N:8]([CH2:11][CH:12]2[O:14][CH2:13]2)[N:7]([CH2:15][CH:16]2[O:18][CH2:17]2)[C:6]1=[O:19])[CH:2]1[O:4][CH2:3]1.[OH2:20]>>[OH:20][CH:17]([OH:18])[CH2:16][CH2:15][N:7]1[C:6](=[O:19])[N:5]([CH2:1][CH:2]2[O:4][CH2:3]2)[C:9](=[O:10])[N:8]1[CH2:11][CH:12]1[O:14][CH2:13]1. Reported procedure: 5 g of triglycidyl urazole (0.019 mole) are stirred for 3 hours at 70° C. in 50 ml of water. The solution is concentrated in a rotary evaporator and dried in a high vacuum. The colourless, oily crude product (5.8 g) is purified by column chromatography. Reactants: CS(C)=O, CC(C)CCn1c(Cn2c(=O)n(C(C)C)c3ccccc32)nc2c(CCl)cccc21, Cl, N#C[Na]. Product: CC(C)CCn1c(Cn2c(=O)n(C(C)C)c3ccccc32)nc2c(CC#N)cccc21. RXN SMILES: [CH3:35][S:36]([CH3:37])=[O:38].[Cl:1][CH2:2][c:3]1[cH:4][cH:5][cH:6][c:7]2[n:8]([CH2:26][CH2:27][CH:28]([CH3:29])[CH3:30])[c:9]([CH2:12][n:13]3[c:14](=[O:25])[n:15]([CH:22]([CH3:23])[CH3:24])[c:16]4[c:17]3[cH:18][cH:19][cH:20][cH:21]4)[n:10][c:11]12.[ClH:31].[Na:32][C:33]#[N:34]>>[CH2:2]([c:3]1[cH:4][cH:5][cH:6][c:7]2[n:8]([CH2:26][CH2:27][CH:28]([CH3:29])[CH3:30])[c:9]([CH2:12][n:13]3[c:14](=[O:25])[n:15]([CH:22]([CH3:23])[CH3:24])[c:16]4[c:17]3[cH:18][cH:19][cH:20][cH:21]4)[n:10][c:11]12)[C:33]#[N:34]. Reactants: [H-].[Al+3].[Li+].[H-].[H-].[H-] (Lithium aluminum hydride), solution, N(=[N+]=[N-])C(CCCCCCCCCCCC)C1=COC(=C1)[Si](C)(C)C (3-(1-azidotridecyl)-5-trimethylsilylfuran). The solvent is O1CCCC1 (tetrahydrofuran), O1CCCC1 (tetrahydrofuran). Reaction conditions: time 1 hour. Yields the product NC(CCCCCCCCCCCC)C1=COC(=C1)[Si](C)(C)C (3-(1-Aminotridecyl)-5-trimethylsilylfuran). Reaction SMILES: [H-].[Al+3].[Li+].[H-].[H-].[H-].[N:7]([CH:10]([C:23]1[CH:27]=[C:26]([Si:28]([CH3:31])([CH3:30])[CH3:29])[O:25][CH:24]=1)[CH2:11][CH2:12][CH2:13][CH2:14][CH2:15][CH2:16][CH2:17][CH2:18][CH2:19][CH2:20][CH2:21][CH3:22])=[N+]=[N-]>O1CCCC1>[NH2:7][CH:10]([C:23]1[CH:27]=[C:26]([Si:28]([CH3:31])([CH3:30])[CH3:29])[O:25][CH:24]=1)[CH2:11][CH2:12][CH2:13][CH2:14][CH2:15][CH2:16][CH2:17][CH2:18][CH2:19][CH2:20][CH2:21][CH3:22] |f:0.1.2.3.4.5|. Procedure details: Lithium aluminum hydride (a 1M solution in tetrahydrofuran; 1.1 ml, 1.1 mmol) was added dropwise to a solution of 3-(1-azidotridecyl)-5-trimethylsilylfuran (334 mg, 0.92 mmol) in tetrahydrofuran at room temperature. After one hour at room temperature, the excess hydride was destroyed by adding acetone slowly to the mixture with cooling. Sodium sulfate (ca. 0.5 g) was added and the mixture was extracted thoroughly with ethyl acetate. Evaporation of the dried (magnesium sulfate) extracts gave an o... Starting materials: O1CCCC=C1 (3,4-Dihydro-2H-pyran), BrCCO (2-bromoethanol), Cl (hydrochloric acid). Run at time 8 hour. The product is BrCCOC1OCCCC1 (2-bromoethyl- tetrahydropyran-2-yl ether). Isolated yield 70.3%. Reaction SMILES: [O:1]1[CH:6]=[CH:5][CH2:4][CH2:3][CH2:2]1.[Br:7][CH2:8][CH2:9][OH:10].Cl>>[Br:7][CH2:8][CH2:9][O:10][CH:6]1[CH2:5][CH2:4][CH2:3][CH2:2][O:1]1. Procedure: 3,4-Dihydro-2H-pyran (92.5 g, 1.1 mol) was added dropwise to 2-bromoethanol (125 g, 1.0 mol) on an ice-bath. The temperature was kept between 25-30° C. during addition. When addition was complete a concentrated hydrochloric acid solution (1 ml) was added and the reaction mixture was stirred overnight at room temperature. The mixture was fractionated in vacuo to give 147 g (70%) of 2-bromoethyl- tetrahydropyran-2-yl ether. Reactants: COC1=C(OCC2CO2)C=CC=C1 (1-(o-methoxy-phenoxy)-2,3-epoxypropane), N1CCC(CC1)N1C(NCCC1)=O (1-(4-piperidyl)-2-oxo-hexahydro-pyrimidine). Run in C(C)O (ethanol). Product: COC1=C(OCC(CN2CCC(CC2)N2C(NCCC2)=O)O)C=CC=C1 (1-[3-(o-methoxyphenoxy)-2-hydroxypropyl]-4-(2-oxo-hexahydro-1-pyrimidinyl)-piperidine). Reaction SMILES: [CH3:1][O:2][C:3]1[CH:13]=[CH:12][CH:11]=[CH:10][C:4]=1[O:5][CH2:6][CH:7]1[O:9][CH2:8]1.[NH:14]1[CH2:19][CH2:18][CH:17]([N:20]2[CH2:25][CH2:24][CH2:23][NH:22][C:21]2=[O:26])[CH2:16][CH2:15]1>C(O)C>[CH3:1][O:2][C:3]1[CH:13]=[CH:12][CH:11]=[CH:10][C:4]=1[O:5][CH2:6][CH:7]([OH:9])[CH2:8][N:14]1[CH2:19][CH2:18][CH:17]([N:20]2[CH2:25][CH2:24][CH2:23][NH:22][C:21]2=[O:26])[CH2:16][CH2:15]1. Reported procedure: A solution of 9 g of 1-(o-methoxy-phenoxy)-2,3-epoxypropane and 9.15 g of 1-(4-piperidyl)-2-oxo-hexahydro-pyrimidine in 7 ml of abs. ethanol is heated for 5 hours to 95° C and then evaporated in vacuo. The residue is recrystallised from ethyl acetate/petroleum ether to yield the 1-[3-(o-methoxyphenoxy)-2-hydroxypropyl]-4-(2-oxo-hexahydro-1-pyrimidinyl)-piperidine, which melts at 130°-133° C. The reactants are C1(=CC(=CC(=C1)CNCCCNCCCN)CNCCCNCCCN)C1=CC=CC=C1 (N1,N1′-([1,1′-biphenyl]-3,5-diylbis(methylene))bis(N3-(3-aminopropyl)propane-1,3-diamine)), C(C(C)C)=O (isobutyraldehyde), [BH4-].[Na+] (Sodium borohydride), [OH-].[Na+] (NaOH). Run in CO (MeOH), CCOC(=O)C (EtOAc). Conditions: time 24 hour. The product is C1(=CC(=CC(=C1)CNCCCNCCCNCC(C)C)CNCCCNCCCNCC(C)C)C1=CC=CC=C1 (N1,N1′-([1,1′-Biphenyl]-3,5-diylbis(methylene))bis(N3-(3-(isobutylamino)propyl)propane-1,3-diamine)). As a reaction SMILES: [C:1]1([C:27]2[CH:32]=[CH:31][CH:30]=[CH:29][CH:28]=2)[CH:6]=[C:5]([CH2:7][NH:8][CH2:9][CH2:10][CH2:11][NH:12][CH2:13][CH2:14][CH2:15][NH2:16])[CH:4]=[C:3]([CH2:17][NH:18][CH2:19][CH2:20][CH2:21][NH:22][CH2:23][CH2:24][CH2:25][NH2:26])[CH:2]=1.[CH:33](=O)[CH:34]([CH3:36])[CH3:35].[BH4-].[Na+].[OH-].[Na+]>CCOC(C)=O.CO>[C:1]1([C:27]2[CH:32]=[CH:31][CH:30]=[CH:29][CH:28]=2)[CH:6]=[C:5]([CH2:7][NH:8][CH2:9][CH2:10][CH2:11][NH:12][CH2:13][CH2:14][CH2:15][NH:16][CH2:33][CH:34]([CH3:36])[CH3:35])[CH:4]=[C:3]([CH2:17][NH:18][CH2:19][CH2:20][CH2:21][NH:22][CH2:23][CH2:24][CH2:25][NH:26][CH2:2][CH:1]([CH3:27])[CH3:6])[CH:2]=1 |f:2.3,4.5|. Reported procedure: To a round-bottom flask was added the crude N1,N1′-([1,1′-biphenyl]-3,5-diylbis(methylene))bis(N3-(3-aminopropyl)propane-1,3-diamine) (3.5 g, 8.0 mmol) and MeOH (50 mL). To the solution was added isobutyraldehyde (1.15 g, 15.9 mmol) and the reaction mixture was stirred at rt for 24 h. Sodium borohydride (1.2 g, 31.9 mmol) was added and the reaction mixture was stirred for 1 h. The reaction mixture was concentrated under reduced pressure to afford a white solid. Aq. NaOH (10%, 200 mL) and EtOAc (...